Dataset: the Open Reaction Database (ORD), a public repository of structured organic reaction records. Task: describe an organic reaction: reactants, conditions, products, and yield Reactants: Example 125 ( h ), C(C1=CC=CC=C1)OCCC1=CC=C(C=N1)C1C(CN(CC1)C(=O)OC(C)(C)C)OCC1=CC2=CC=CC=C2C=C1 (tert-butyl (3'RS,4'RS)-6-(2-benzyloxy-ethyl)-3'-(naphthalen-2-ylmethoxy)-3',4',5',6'-tetrahydro-2'H-[3,4']bipyridine-1'-carboxylate). The reagents and catalysts are [Br-].[Zn+2].[Br-] (zinc bromide). The product is C(C1=CC=CC=C1)OCCC1=CC=C(C=N1)C1C(CNCC1)OCC1=CC2=CC=CC=C2C=C1 ((3'RS,4'RS)-6-(2-benzyloxy-ethyl)-3'-(naphthalen-2-ylmethoxy)-1',2',3',4',5',6'-hexahydro-[3,4']bipyridine). Reaction SMILES: [CH2:1]([O:8][CH2:9][CH2:10][C:11]1[N:16]=[CH:15][C:14]([CH:17]2[CH2:22][CH2:21][N:20](C(OC(C)(C)C)=O)[CH2:19][CH:18]2[O:30][CH2:31][C:32]2[CH:41]=[CH:40][C:39]3[C:34](=[CH:35][CH:36]=[CH:37][CH:38]=3)[CH:33]=2)=[CH:13][CH:12]=1)[C:2]1[CH:7]=[CH:6][CH:5]=[CH:4][CH:3]=1>[Br-].[Zn+2].[Br-]>[CH2:1]([O:8][CH2:9][CH2:10][C:11]1[N:16]=[CH:15][C:14]([CH:17]2[CH2:22][CH2:21][NH:20][CH2:19][CH:18]2[O:30][CH2:31][C:32]2[CH:41]=[CH:40][C:39]3[C:34](=[CH:35][CH:36]=[CH:37][CH:38]=3)[CH:33]=2)=[CH:13][CH:12]=1)[C:2]1[CH:7]=[CH:6][CH:5]=[CH:4][CH:3]=1 |f:1.2.3|. Procedure details: In an analogous manner to that described in Example 125 (h), from tert-butyl (3'RS,4'RS)-6-(2-benzyloxy-ethyl)-3'-(naphthalen-2-ylmethoxy)-3',4',5',6'-tetrahydro-2'H-[3,4']bipyridine-1'-carboxylate by cleavage of the BOC group by means of anhydrous zinc bromide there was obtained (3'RS,4'RS)-6-(2-benzyloxy-ethyl)-3'-(naphthalen-2-ylmethoxy)-1',2',3',4',5',6'-hexahydro-[3,4']bipyridine in the form of a beige gum; MS: 453 (M+H)+. The reactants are ClC1=NC=NC(=C1I)C (4-Chloro-5-iodo-6-methylpyrimidine), [Br-].FC(C1=CC=C(C=C1)C#C[Zn+])(F)F ([4-(trifluoromethyl)phenyl]ethynylzinc bromide), O1CCCC1 (tetrahydrofuran). Reagents/catalysts: C=1C=CC(=CC1)[P](C=2C=CC=CC2)(C=3C=CC=CC3)[Pd]([P](C=4C=CC=CC4)(C=5C=CC=CC5)C=6C=CC=CC6)([P](C=7C=CC=CC7)(C=8C=CC=CC8)C=9C=CC=CC9)[P](C=1C=CC=CC1)(C=1C=CC=CC1)C=1C=CC=CC1 (tetrakis(triphenylphosphine)palladium). The solvent is CN(C=O)C (N,N-dimethylformamide). Yields the product ClC1=NC=NC(=C1C#CC1=CC=C(C=C1)C(F)(F)F)C (4-Chloro-6-methyl-5-{[4-(trifluoromethyl)phenyl]ethynyl}pyrimidine). RXN SMILES: [Cl:1][C:2]1[C:7](I)=[C:6]([CH3:9])[N:5]=[CH:4][N:3]=1.[Br-].[F:11][C:12]([F:23])([F:22])[C:13]1[CH:18]=[CH:17][C:16]([C:19]#[C:20][Zn+])=[CH:15][CH:14]=1.O1CCCC1>C1C=CC([P]([Pd]([P](C2C=CC=CC=2)(C2C=CC=CC=2)C2C=CC=CC=2)([P](C2C=CC=CC=2)(C2C=CC=CC=2)C2C=CC=CC=2)[P](C2C=CC=CC=2)(C2C=CC=CC=2)C2C=CC=CC=2)(C2C=CC=CC=2)C2C=CC=CC=2)=CC=1.CN(C)C=O>[Cl:1][C:2]1[C:7]([C:20]#[C:19][C:16]2[CH:17]=[CH:18][C:13]([C:12]([F:11])([F:22])[F:23])=[CH:14][CH:15]=2)=[C:6]([CH3:9])[N:5]=[CH:4][N:3]=1 |f:1.2,^1:32,34,53,72|. Reported procedure: 4-Chloro-5-iodo-6-methylpyrimidine and [4-(trifluoromethyl)phenyl]ethynylzinc bromide were reacted in a solvent mixture of tetrahydrofuran and N,N-dimethylformamide (1:1) in the presence of tetrakis(triphenylphosphine)palladium while stirring under room temperature to heating to obtain a target substance. The target substance was subjected to e.g., proton nuclear magnetic resonance spectrometry (1H-NMR) and mass spectrometry (MS) and confirmed as the titled compound. Furthermore, MS measurement ... The reactants are CN(C)CC1=CC(=C(C(=C1)C(C)(C)C)O)C (N,N-dimethyl-4-aminomethyl-2-methyl-6-t-butylphenol), C=CC=C (1,3-butadiene). RXN SMILES: CN([CH2:4][C:5]1[CH:10]=[C:9]([C:11]([CH3:14])([CH3:13])[CH3:12])[C:8]([OH:15])=[C:7]([CH3:16])[CH:6]=1)C.[CH2:17]=[CH:18][CH:19]=[CH2:20]>C1(C)C=CC=CC=1>[CH3:16][C:7]1[C:8](=[O:15])[C:9]([C:11]([CH3:14])([CH3:13])[CH3:12])=[CH:10][C:5]2([CH2:20][CH2:19][CH:18]=[CH:17][CH2:4]2)[CH:6]=1. Reported procedure: Following the same general procedure as in Example I, 40 mmols of N,N-dimethyl-4-aminomethyl-2-methyl-6-t-butylphenol were reacted with 80 mmols of 1,3-butadiene in 81 g of toluene at about 207° C. for 10 hours. The uncorrected isolated yield of 2-methyl-4-t-butylspiro[5.5]undeca-1,4,8-trien-3-one was 83%. Yields the product CC1=CC2(C=C(C1=O)C(C)(C)C)CC=CCC2 (2-methyl-4-t-butylspiro[5.5]undeca-1,4,8-trien-3-one). Run in C1(=CC=CC=C1)C (toluene). The reactants are CC1=C(C2=C(N1)SC=C2)CC(=O)OC (methyl 2-(5-methyl-6H-thieno[2,3-b]pyrrol-4-yl)acetate), C(C)(C)(C)O[K] (tBuOK), CS(=O)(=O)C1=CC=C(C=C1)S(=O)(=O)Cl (4-(methylsulfonyl)-benzene-1-sulfonyl chloride). Product: CC1=C(C2=C(N1S(=O)(=O)C1=CC=C(C=C1)S(=O)(=O)C)SC=C2)CC(=O)OC (Methyl 2-(5-methyl-6-(4-(methylsulfonyl)phenylsulfonyl)-6H-thieno[2,3-b]pyrrol-4-yl)acetate). Reaction conditions: time 1 hour. Procedure: To a solution of methyl 2-(5-methyl-6H-thieno[2,3-b]pyrrol-4-yl)acetate (0.059 g, 0.282 mmol) in THF at about 0° C. was added tBuOK (0.044 g, 0.395 mmol), followed by the 4-(methylsulfonyl)-benzene-1-sulfonyl chloride (0.086 g, 0.338 mmol). The reaction mixture was stirred at ambient temperature for about 1 h to give the crude title compound, which was used without further purification. LC/MS (Table 1, Method b) Rt=2.25 min; MS m/z 428 (M+H)+. Run in C1CCOC1 (THF). Reaction SMILES: [CH3:1][C:2]1[NH:6][C:5]2[S:7][CH:8]=[CH:9][C:4]=2[C:3]=1[CH2:10][C:11]([O:13][CH3:14])=[O:12].C(O[K])(C)(C)C.[CH3:21][S:22]([C:25]1[CH:30]=[CH:29][C:28]([S:31](Cl)(=[O:33])=[O:32])=[CH:27][CH:26]=1)(=[O:24])=[O:23]>C1COCC1>[CH3:1][C:2]1[N:6]([S:31]([C:28]2[CH:27]=[CH:26][C:25]([S:22]([CH3:21])(=[O:24])=[O:23])=[CH:30][CH:29]=2)(=[O:33])=[O:32])[C:5]2[S:7][CH:8]=[CH:9][C:4]=2[C:3]=1[CH2:10][C:11]([O:13][CH3:14])=[O:12]. The reactants are CCO, CCOC(C)=O, O=C(c1ccc([N+](=O)[O-])cc1)N1Cc2cccn2Cc2ccoc21. The product is Nc1ccc(C(=O)N2Cc3cccn3Cc3ccoc32)cc1. Reaction SMILES: [CH2:31]([OH:32])[CH3:33].[CH3:25][CH2:26][O:27][C:28](=[O:29])[CH3:30].[N+:1]([O-:2])(=[O:3])[c:4]1[cH:5][cH:6][c:7]([C:8](=[O:9])[N:10]2[CH2:11][c:12]3[n:13]([cH:20][cH:21][cH:22]3)[CH2:14][c:15]3[c:16]2[o:17][cH:18][cH:19]3)[cH:23][cH:24]1>>[NH2:1][c:4]1[cH:5][cH:6][c:7]([C:8](=[O:9])[N:10]2[CH2:11][c:12]3[n:13]([cH:20][cH:21][cH:22]3)[CH2:14][c:15]3[c:16]2[o:17][cH:18][cH:19]3)[cH:23][cH:24]1. The reactants are Cc1ncc([N+](=O)[O-])c(O)c1C, ClP(Cl)(Cl)(Cl)Cl, [NH4+], [OH-], O, O=P(Cl)(Cl)Cl. RXN SMILES: [CH3:1][c:2]1[n:3][cH:4][c:5]([N+:10](=[O:11])[O-:12])[c:6]([OH:9])[c:7]1[CH3:8].[Cl:18][P:19]([Cl:20])([Cl:21])([Cl:22])[Cl:23].[NH4+:24].[OH-:25].[OH2:26].[P:13]([Cl:14])([Cl:15])([Cl:16])=[O:17]>>[CH3:1][c:2]1[n:3][cH:4][c:5]([N+:10](=[O:11])[O-:12])[c:6]([Cl:15])[c:7]1[CH3:8]. Product: Cc1ncc([N+](=O)[O-])c(Cl)c1C. Starting materials: diazo, 34, 63, polyester, NC(=O)N (urea), COC1=C(C=CC=C1)NC1=NC(=CC(=C1C#N)C)NC1CCCCC1 (2-(2-methoxyphenylamino)-3-cyano-4-methyl-6-cyclohexylaminopyridine), N(=O)O (nitrous acid), NC1=C(C(=NS1)C1=CC=CC=C1)C#N (5-amino-4-cyano-3-phenylisothiazole), 150, C(C)(=O)O.C(CC)(=O)O (acetic acid propionic acid), S(O)(O)(=O)=O (sulfuric acid), N(=O)OS(O)(=O)=O (nitrosylsulfuric acid). Solvent: CN(C=O)C (dimethylformamide), C(C)(=O)O (acetic acid), O (water). Run at time 30 minute. The product is NCCCCCCN (hexamethylenediamine), C1CO1 (ethylene oxide). RXN SMILES: NC1S[N:5]=[C:4]([C:7]2[CH:12]=[CH:11][CH:10]=[CH:9]C=2)[C:3]=1[C:13]#N.C(O)(=[O:17])C.C(O)(=O)CC.S(=O)(=O)(O)O.[N:29](OS(=O)(=O)O)=O.N(O)=O.NC(N)=O.COC1C=CC=CC=1NC1C(C#N)=C(C)C=C(NC2CCCCC2)N=1>O.CN(C)C=O.C(O)(=O)C>[NH2:29][CH2:9][CH2:10][CH2:11][CH2:12][CH2:7][CH2:4][NH2:5].[CH2:3]1[O:17][CH2:13]1 |f:1.2|. Procedure details: 20.1 parts of 5-amino-4-cyano-3-phenylisothiazole in a mixture of 150 parts by volume of a 17:3 glacial acetic acid/propionic acid mixture and 70 parts of 80% strength sulfuric acid are stirred, and 32 parts of nitrosylsulfuric acid (11.5% of N2O3) are added slowly at 15°-20° C. The mixture is stirred for 3 hours at this temperature and in the presence of an excess of nitrous acid, and stirring is then continued for a further 15 minutes in the presence of 5 parts of urea. The resulting diazo sol... Starting materials: compound 201, COC=1C=C(C=CC1OC)C1=C(C(=O)O)C=CC(=C1)C1=CC=C(C=C1)F (2-(3,4-Dimethoxyphenyl)-4-(4-fluorophenyl)benzoic acid), COC=1C=C(C=CC1OC)C1=C(C(=O)O)C=CC(=C1)C1=CC=C(C=C1)F (2-(3,4-Dimethoxyphenyl)-4-(4-fluorophenyl)benzoic acid), N1CCOCC1 (Morpholine). Run in O1CCCC1 (tetrahydrofuran). Run at temperature 20 celsius, time 2 hour. Yields the product COC=1C=C(C=CC1OC)C1=C(C=CC(=C1)C1=CC=C(C=C1)F)C(=O)N1CCOCC1 (2-(3,4-Dimethoxyphenyl)-4-(4-fluorophenyl)-1-morpholinocarbonylbenzene). Yield: 67.9%. RXN SMILES: [CH3:1][O:2][C:3]1[CH:4]=[C:5]([C:11]2[CH:19]=[C:18]([C:20]3[CH:25]=[CH:24][C:23]([F:26])=[CH:22][CH:21]=3)[CH:17]=[CH:16][C:12]=2[C:13]([OH:15])=O)[CH:6]=[CH:7][C:8]=1[O:9][CH3:10].[NH:27]1[CH2:32][CH2:31][O:30][CH2:29][CH2:28]1>O1CCCC1>[CH3:1][O:2][C:3]1[CH:4]=[C:5]([C:11]2[CH:19]=[C:18]([C:20]3[CH:21]=[CH:22][C:23]([F:26])=[CH:24][CH:25]=3)[CH:17]=[CH:16][C:12]=2[C:13]([N:27]2[CH2:32][CH2:31][O:30][CH2:29][CH2:28]2)=[O:15])[CH:6]=[CH:7][C:8]=1[O:9][CH3:10]. Reported procedure: 2-(3,4-Dimethoxyphenyl)-4-(4-fluorophenyl)benzoic acid (compound 204 1.6 g; 0.00454 mole), tetrahydrofuran (50 ml) and diimidazolecarbonyl (0.92 g; 0.0057 mole) are introduced into a 100 ml flask. The mixture is stirred at 20° C. for 2 hours. Morpholine (1 ml; 0.0113 mole) is then added and the mixture is maintained under stirring for six hours. The reaction mixture is poured into distilled water (150 ml) and the precipitate is filtered, washed with water (100 ml) and then dried in the air. 2-(3...